describe an organic reaction: reactants, conditions, products, and yield From a dataset of the Open Reaction Database (ORD), a public repository of structured organic reaction records. The reactants are Cl.C(C1=CN=CC=C1)(=O)Cl (nicotinoyl chloride hydrochloride), Cl.C(C1=CN=CC=C1)(=O)Cl (nicotinoyl chloride hydrochloride), Cl.Cl.COC=1C=C(CN2CCNCC2)C=C(C1OC)OC (1-(3,4,5-trimethoxybenzyl)piperazine dihydrochloride), C(C)(=O)OCC (ethyl acetate), C([O-])([O-])=O.[K+].[K+] (potassium carbonate). Solvent: O (water). Product: Cl.Cl.C(C1=CN=CC=C1)(=O)N1CCN(CC1)C(C1=CC(=C(C(=C1)OC)OC)OC)=O (1-(nicotinoyl)-4-(3,4,5-trimethoxybenzoyl)piperazine dihydrochloride). RXN SMILES: [ClH:1].Cl.[CH3:3][O:4][C:5]1[CH:6]=[C:7]([CH:15]=[C:16]([O:20][CH3:21])[C:17]=1[O:18][CH3:19])[CH2:8][N:9]1[CH2:14][CH2:13][NH:12][CH2:11][CH2:10]1.C(OCC)(=[O:24])C.C(=O)([O-])[O-].[K+].[K+].Cl.[C:35]([Cl:43])(=[O:42])[C:36]1[CH:41]=[CH:40][CH:39]=[N:38][CH:37]=1>O>[ClH:43].[ClH:1].[C:35]([N:12]1[CH2:13][CH2:14][N:9]([C:8](=[O:24])[C:7]2[CH:6]=[C:5]([O:4][CH3:3])[C:17]([O:18][CH3:19])=[C:16]([O:20][CH3:21])[CH:15]=2)[CH2:10][CH2:11]1)(=[O:42])[C:36]1[CH:41]=[CH:40][CH:39]=[N:38][CH:37]=1 |f:0.1.2,4.5.6,7.8,10.11.12|. Procedure details: To a mixture of 1-(3,4,5-trimethoxybenzyl)piperazine dihydrochloride (1 g), ethyl acetate (50 ml), water (50 ml) and potassium carbonate (3 g) is added, with stirring at room temperature, nicotinoyl chloride hydrochloride (1 g). After stirring for 30 minutes, further nicotinoyl chloride hydrochloride (1 g) is added to the mixture, followed by stirring for another one hour. The ethyl acetate layer is separated, washed with an aqueous solution of sodium bicarbonate and water, successively, and dri... Reactants: CN(C(=O)NOCc1ccccc1)c1ccccc1, CI, CN(C)C=O, [H-], [H][H], [Na+]. Product: CN(OCc1ccccc1)C(=O)N(C)c1ccccc1. Reaction SMILES: [CH2:3]([c:4]1[cH:5][cH:6][cH:7][cH:8][cH:9]1)[O:10][NH:11][C:12](=[O:13])[N:14]([c:15]1[cH:16][cH:17][cH:18][cH:19][cH:20]1)[CH3:21].[CH3:24][I:25].[CH3:26][N:27]([CH3:28])[CH:29]=[O:30].[H-:1].[H:22][H:23].[Na+:2]>>[CH2:3]([c:4]1[cH:5][cH:6][cH:7][cH:8][cH:9]1)[O:10][N:11]([C:12](=[O:13])[N:14]([c:15]1[cH:16][cH:17][cH:18][cH:19][cH:20]1)[CH3:21])[CH3:24]. The reactants are Cc1cc(N)n[nH]1, CCN(C(C)C)C(C)C, O=C(c1ccc(F)cc1)c1nc(Cl)c2ccc(F)cc2n1, [I-], [K+], CN(C)C=O. Yields the product Cc1cc(Nc2nc(C(=O)c3ccc(F)cc3)nc3cc(F)ccc23)n[nH]1. As a reaction SMILES: [CH3:1][c:2]1[cH:3][c:4]([NH2:7])[n:5][nH:6]1.[CH:10]([N:11]([CH2:12][CH3:13])[CH:14]([CH3:15])[CH3:16])([CH3:17])[CH3:18].[Cl:19][c:20]1[n:21][c:22]([C:31](=[O:32])[c:33]2[cH:34][cH:35][c:36]([F:39])[cH:37][cH:38]2)[n:23][c:24]2[cH:25][c:26]([F:30])[cH:27][cH:28][c:29]12.[I-:9].[K+:8].[O:40]=[CH:41][N:42]([CH3:43])[CH3:44]>>[CH3:1][c:2]1[cH:3][c:4]([NH:7][c:20]2[n:21][c:22]([C:31](=[O:32])[c:33]3[cH:34][cH:35][c:36]([F:39])[cH:37][cH:38]3)[n:23][c:24]3[cH:25][c:26]([F:30])[cH:27][cH:28][c:29]23)[n:5][nH:6]1. The reactants are CC(C)(C)[Si](C)(C)OCC1CC(N)CC1O[Si](C)(C)C(C)(C)C, CCO, CCN(C(C)C)C(C)C, Nc1ncc(Cl)c(Cl)c1[N+](=O)[O-]. Product: CC(C)(C)[Si](C)(C)OCC1CC(Nc2c(Cl)cnc(N)c2[N+](=O)[O-])CC1O[Si](C)(C)C(C)(C)C. RXN SMILES: [C:13]([CH3:14])([CH3:15])([CH3:16])[Si:17]([O:18][CH:19]1[CH2:20][CH:21]([NH2:33])[CH2:22][CH:23]1[CH2:24][O:25][Si:26]([CH3:27])([CH3:28])[C:29]([CH3:30])([CH3:31])[CH3:32])([CH3:34])[CH3:35].[CH3:45][CH2:46][OH:47].[CH:36]([N:37]([CH2:38][CH3:39])[CH:40]([CH3:41])[CH3:42])([CH3:43])[CH3:44].[Cl:1][c:2]1[c:3]([N+:10](=[O:11])[O-:12])[c:4]([NH2:9])[n:5][cH:6][c:7]1[Cl:8]>>[c:2]1([NH:33][CH:21]2[CH2:20][CH:19]([O:18][Si:17]([C:13]([CH3:14])([CH3:15])[CH3:16])([CH3:34])[CH3:35])[CH:23]([CH2:24][O:25][Si:26]([CH3:27])([CH3:28])[C:29]([CH3:30])([CH3:31])[CH3:32])[CH2:22]2)[c:3]([N+:10](=[O:11])[O-:12])[c:4]([NH2:9])[n:5][cH:6][c:7]1[Cl:8]. The reactants are C(C)(C)(C)OC(COC1=CC(=CC=C1)CN(CC1=CC=C(C=C1)C=1SC=CN1)S(=O)(=O)C1=CC=C(C=C1)Cl)=O ((3-{[(4-chloro-benzenesulfonyl)-(4-thiazol-2-yl-benzyl)-amino]-methyl}-phenoxy)-acetic acid tert-butyl ester). The solvent is O1CCOCC1 (dioxane). Yields the product ClC1=CC=C(C=C1)S(=O)(=O)N(CC1=CC=C(C=C1)C=1SC=CN1)CC=1C=C(OCC(=O)O)C=CC1 ((3-{[(4-Chloro-benzenesulfonyl)-(4-thiazol-2-yl-benzyl)-amino]-methyl}-Phenoxy)-acetic acid). The yield is 73.7%. As a reaction SMILES: C([O:5][C:6](=[O:39])[CH2:7][O:8][C:9]1[CH:14]=[CH:13][CH:12]=[C:11]([CH2:15][N:16]([S:29]([C:32]2[CH:37]=[CH:36][C:35]([Cl:38])=[CH:34][CH:33]=2)(=[O:31])=[O:30])[CH2:17][C:18]2[CH:23]=[CH:22][C:21]([C:24]3[S:25][CH:26]=[CH:27][N:28]=3)=[CH:20][CH:19]=2)[CH:10]=1)(C)(C)C>O1CCOCC1>[Cl:38][C:35]1[CH:36]=[CH:37][C:32]([S:29]([N:16]([CH2:15][C:11]2[CH:10]=[C:9]([CH:14]=[CH:13][CH:12]=2)[O:8][CH2:7][C:6]([OH:39])=[O:5])[CH2:17][C:18]2[CH:19]=[CH:20][C:21]([C:24]3[S:25][CH:26]=[CH:27][N:28]=3)=[CH:22][CH:23]=2)(=[O:31])=[O:30])=[CH:33][CH:34]=1. Reported procedure: To (3-{[(4-chloro-benzenesulfonyl)-(4-thiazol-2-yl-benzyl)-amino]-methyl}-phenoxy)-acetic acid tert-butyl ester (48 mg), of Step B, was added HCI in dioxane (4M, 3 mL) at room temperature for 24 h. The reaction was concentrated in vacuo, azeotroping with CH2Cl2 to provide the title compound (32 mg). 1H NMR (400 MHz, CDCl3) δ 8.20-6.80 (m, 11H), 6.75 (s, 1H), 6.65 (s, 1H), 6.38 (s, 1H), 4.50 (s, 2H), 4.23 (s, 2H), 4.16 (s, 2H); MS 526 (M−1). Starting materials: FCCN1CC2=CC(=C(C=C2CC1)OC)[N+](=O)[O-] (2-(2-fluoroethyl)-6-(methyloxy)-7-nitro-1,2,3,4-tetrahydroisoquinoline), [H][H] (hydrogen). The reagents and catalysts are [Pd] (palladium on carbon). The solvent is C(C)(=O)OCC (ethyl acetate), CO (methanol). Product: FCCN1CC2=CC(=C(C=C2CC1)OC)N (2-(2-fluoroethyl)-6-(methyloxy)-1,2,3,4-tetrahydro-7-isoquinolinamine). The yield is 99.6%. As a reaction SMILES: [F:1][CH2:2][CH2:3][N:4]1[CH2:13][CH2:12][C:11]2[C:6](=[CH:7][C:8]([N+:16]([O-])=O)=[C:9]([O:14][CH3:15])[CH:10]=2)[CH2:5]1.[H][H]>C(OCC)(=O)C.[Pd].CO>[F:1][CH2:2][CH2:3][N:4]1[CH2:13][CH2:12][C:11]2[C:6](=[CH:7][C:8]([NH2:16])=[C:9]([O:14][CH3:15])[CH:10]=2)[CH2:5]1. Procedure: 2-(2-fluoroethyl)-6-(methyloxy)-7-nitro-1,2,3,4-tetrahydroisoquinoline (assumed 1.07 mmol from previous reaction) was dissolved in ethyl acetate (5 mL), treated with 10% palladium on carbon (50 mg, Aldrich), and then diluted with methanol (10 mL). The mixture was stirred under 60 psi of hydrogen pressure for 16 h in a Fischer-Porter apparatus. The pressure was released, the reaction vessel evacuated, and back-filled with nitrogen twice. The mixture was filtered through celite and the filtrate wa... The reactants are C(C1=CC=CC=C1)N1C(=NC=2C1=CC=C(C2C(=O)O)C(=O)O)C (1-benzyl-2-methyl-4,5-benzimidazoledicarboxylic acid), C(C)(=O)OC(C)=O (acetic anhydride). Conditions: temperature 0 celsius, time 5 hour. The product is C(C1=CC=CC=C1)N1C(=NC=2C1=CC=C1C2C(=O)OC1=O)C (1-Benzyl-2-methyl-4,5-benzimidazoledicarboxylic anhydride). Isolated yield 91.1%. As a reaction SMILES: [CH2:1]([N:8]1[C:12]2=[CH:13][CH:14]=[C:15]([C:20]([OH:22])=[O:21])[C:16]([C:17](O)=[O:18])=[C:11]2[N:10]=[C:9]1[CH3:23])[C:2]1[CH:7]=[CH:6][CH:5]=[CH:4][CH:3]=1.C(OC(=O)C)(=O)C>>[CH2:1]([N:8]1[C:12]2=[CH:13][CH:14]=[C:15]3[C:20](=[O:21])[O:22][C:17](=[O:18])[C:16]3=[C:11]2[N:10]=[C:9]1[CH3:23])[C:2]1[CH:7]=[CH:6][CH:5]=[CH:4][CH:3]=1. Reported procedure: A mixture of the 1-benzyl-2-methyl-4,5-benzimidazoledicarboxylic acid (4.40 g, 14.2 mmol) and acetic anhydride is stirred for 5 hours at reflux temperature, cooled to 0° C. and filtered to give the title product as a pale yellow solid (3.78 g, 91.1%), identified by 1HNMR spectrography. Starting materials: O=C(Cl)c1ccc(Br)cc1, C1CCOC1, CC(C)(C)[O-], CCOCC, [K+]. Yields the product CC(C)(C)OC(=O)c1ccc(Br)cc1. RXN SMILES: [Br:1][c:2]1[cH:3][cH:4][c:5]([C:6](=[O:7])[Cl:8])[cH:9][cH:10]1.[CH2:17]1[O:18][CH2:19][CH2:20][CH2:21]1.[CH3:11][C:12]([CH3:13])([O-:14])[CH3:15].[CH3:22][CH2:23][O:24][CH2:25][CH3:26].[K+:16]>>[Br:1][c:2]1[cH:3][cH:4][c:5]([C:6](=[O:7])[O:14][C:12]([CH3:11])([CH3:13])[CH3:15])[cH:9][cH:10]1. The reactants are NC=1C=C(C2=C(CCO2)C1)C(CCN(C)C)=O (1-(5-Amino-2,3-dihydrobenzofuran-7-yl)-3-dimethylaminopropan-1-one), [BH4-].[Na+] (sodium borohydride). Run in C(C)O (ethanol). Reaction conditions: time 4 hour. Yields the product NC=1C=C(C2=C(CCO2)C1)C(CCN(C)C)O (1-(5-Amino-2,3-dihydrobenzofuran-7-yl)-3-dimethylaminopropan-1-ol). Isolated yield 84.1%. RXN SMILES: [NH2:1][C:2]1[CH:3]=[C:4]([C:11](=[O:17])[CH2:12][CH2:13][N:14]([CH3:16])[CH3:15])[C:5]2[O:9][CH2:8][CH2:7][C:6]=2[CH:10]=1.[BH4-].[Na+]>C(O)C>[NH2:1][C:2]1[CH:3]=[C:4]([CH:11]([OH:17])[CH2:12][CH2:13][N:14]([CH3:16])[CH3:15])[C:5]2[O:9][CH2:8][CH2:7][C:6]=2[CH:10]=1 |f:1.2|. Procedure: A solution of 1-(5-amino-2,3-dihydrobenzofuran-7-yl)-3-dimethylaminopropan-1-one (D15) (2.5 g) in ethanol (200 ml) was treated with sodium borohydride (1.22 g) and stirred for 4 h at room temperature. The solvent was evaporated under reduced pressure, and the residue partitioned between water and dichloromethane. The organic phase was dried (Na2SO4) and the solvent evaporated under reduced pressure to give the title compound as an orange/red solid (2.12 g, 84%). The reactants are C=CCC1(c2ccc(F)cc2)CCN(C(C)c2ccc(Br)cc2)C(=O)O1, Cl[Cu], O, CN(C)C=O, O, Cl[Pd]Cl. Product: CC(=O)CC1(c2ccc(F)cc2)CCN(C(C)c2ccc(Br)cc2)C(=O)O1. Reaction SMILES: [CH2:1]([CH:2]=[CH2:3])[C:4]1([c:20]2[cH:21][cH:22][c:23]([F:26])[cH:24][cH:25]2)[CH2:5][CH2:6][N:7]([CH:11]([CH3:12])[c:13]2[cH:14][cH:15][c:16]([Br:19])[cH:17][cH:18]2)[C:8](=[O:10])[O:9]1.[Cu:34][Cl:35].[O:28].[O:29]=[CH:30][N:31]([CH3:32])[CH3:33].[OH2:27].[Pd:36]([Cl:37])[Cl:38]>>[CH2:1]([C:2]([CH3:3])=[O:27])[C:4]1([c:20]2[cH:21][cH:22][c:23]([F:26])[cH:24][cH:25]2)[CH2:5][CH2:6][N:7]([CH:11]([CH3:12])[c:13]2[cH:14][cH:15][c:16]([Br:19])[cH:17][cH:18]2)[C:8](=[O:10])[O:9]1.